Dataset: the Open Reaction Database (ORD), a public repository of structured organic reaction records. Task: describe an organic reaction: reactants, conditions, products, and yield Procedure: To a solution of ethyl 2-oxo-4-oxa-8-azaspiro[4.5]decane-8-carboxylate (Edwin S. C. Wu, Ronald C. Griffith, James T. Loch III, Alex Kover, Robert J. Murray, George B. Mullen, James C. Blosser, Anthony C. Machulskis, Sally A. McCreedy, J. Med. Chem., 1995, 38 (9), pp 1558-1570, 82 mg, 0.362 mmol) in THF (4 mL) was added dropwise a 1M solution of phenylethynylmagnesium bromide in THF (0.724 mL, 0.724 mmol), stirring at r.t. under anhydrous nitrogen atmosphere. The reaction mixture was stirred at r... Starting materials: O=C1CC2(OC1)CCN(CC2)C(=O)OCC (ethyl 2-oxo-4-oxa-8-azaspiro[4.5]decane-8-carboxylate), ( 9 ), solution, C1(=CC=CC=C1)C#C[Mg]Br (phenylethynylmagnesium bromide), III. Product: OC1(COC2(C1)CCN(CC2)C(=O)OCC)C#CC2=CC=CC=C2 (Ethyl 3-hydroxy-3-(2-phenylethynyl)-1-oxa-8-azaspiro[4.5]decane-8-carboxylate). The yield is 87.2%. Run in C1CCOC1 (THF), C1CCOC1 (THF). Reaction conditions: time 6 hour. RXN SMILES: [O:1]=[C:2]1[CH2:6][O:5][C:4]2([CH2:11][CH2:10][N:9]([C:12]([O:14][CH2:15][CH3:16])=[O:13])[CH2:8][CH2:7]2)[CH2:3]1.[C:17]1([C:23]#[C:24][Mg]Br)[CH:22]=[CH:21][CH:20]=[CH:19][CH:18]=1>C1COCC1>[OH:1][C:2]1([C:24]#[C:23][C:17]2[CH:22]=[CH:21][CH:20]=[CH:19][CH:18]=2)[CH2:3][C:4]2([CH2:11][CH2:10][N:9]([C:12]([O:14][CH2:15][CH3:16])=[O:13])[CH2:8][CH2:7]2)[O:5][CH2:6]1. Reactants: C(C1=CC=CC=C1)(=O)N=C=S (benzoylisothiocyanate), NN1C(=CC=C1)C(=O)N (1-aminopyrrole-2-carboxamide). Run in CC(=O)C (acetone). Reaction conditions: temperature 0 celsius, time 1 hour. The product is C(C1=CC=CC=C1)(=O)NC(NN1C(=CC=C1)C(=O)N)=S (1-(3-benzoylthioureido)-1H-pyrrole-2-carboxamide). The yield is 95.4%. RXN SMILES: [C:1]([N:9]=[C:10]=[S:11])(=[O:8])[C:2]1[CH:7]=[CH:6][CH:5]=[CH:4][CH:3]=1.[NH2:12][N:13]1[CH:17]=[CH:16][CH:15]=[C:14]1[C:18]([NH2:20])=[O:19]>CC(C)=O>[C:1]([NH:9][C:10](=[S:11])[NH:12][N:13]1[CH:17]=[CH:16][CH:15]=[C:14]1[C:18]([NH2:20])=[O:19])(=[O:8])[C:2]1[CH:7]=[CH:6][CH:5]=[CH:4][CH:3]=1. Reported procedure: A solution of benzoylisothiocyanate (1.2 mL, 8.8 mmol) in acetone (10 mL) was treated with 1-aminopyrrole-2-carboxamide (1.0 g, 8.0 mmol) at ambient temperature. The resulting suspension was stirred for one hour and then cooled to 0° C. The solid material was collected by vacuum filtration and washed with diethyl ether before drying under high vacuum to afford 1A (2.2 g, 96%). HPLC tR=2.55 min (YMC S5 Combiscreen ODS 4.6×50 mm, 10-90% aqueous methanol containing 0.2% H3PO4, 4 min gradient, monit... Reaction SMILES: C[O:2][C:3](=[O:31])[C:4]([CH3:30])([NH:6][C:7]([C:9]1[CH:18]=[CH:17][C:16]2[C:11](=[CH:12][CH:13]=[CH:14][CH:15]=2)[C:10]=1[O:19][CH2:20][CH2:21][CH:22]([C:24]1[CH:29]=[CH:28][CH:27]=[CH:26][CH:25]=1)[CH3:23])=[O:8])[CH3:5].[OH-].[Na+]>C1COCC1>[CH3:5][C:4]([NH:6][C:7]([C:9]1[CH:18]=[CH:17][C:16]2[C:11](=[CH:12][CH:13]=[CH:14][CH:15]=2)[C:10]=1[O:19][CH2:20][CH2:21][CH:22]([C:24]1[CH:29]=[CH:28][CH:27]=[CH:26][CH:25]=1)[CH3:23])=[O:8])([CH3:30])[C:3]([OH:31])=[O:2] |f:1.2|. Solvent: C1CCOC1 (THF). Starting materials: COC(C(C)(NC(=O)C1=C(C2=CC=CC=C2C=C1)OCCC(C)C1=CC=CC=C1)C)=O (2-methyl-2-{[1-(3-phenyl-butoxy)-naphthalene-2-carbonyl]-amino}-propionic acid methyl ester), [OH-].[Na+] (sodium hydroxide), [OH-].[Na+] (NaOH). The product is CC(C(=O)O)(C)NC(=O)C1=C(C2=CC=CC=C2C=C1)OCCC(C)C1=CC=CC=C1 (2-Methyl-2-{[1-(3-phenyl-butoxy)-naphthalene-2-carbonyl]-amino}-propionic acid). Procedure: A solution of 105 mg 2-methyl-2-{[1-(3-phenyl-butoxy)-naphthalene-2-carbonyl]-amino}-propionic acid methyl ester in 2.5 ml THF was treated with 0.2 ml of 2 M aqueous sodium hydroxide. After 3 h at 60° C. another 0.1 ml of 2 M NaOH was added, and after 6 h at 65° C. the reaction was concentrated, the residue was taken up in 3 ml of water, treated with 2 M hydrochloric acid and extracted with ethyl acetate twice. The combined organic layers were dried over magnesium sulphate and evaporated. After ... Reactants: COc1ccc2c(c1)C1CCCN(Cc3ccccc3)C1CO2, CCO, [H][H]. Yields the product COc1ccc2c(c1)C1CCCNC1CO2. Reaction SMILES: [CH2:1]([c:2]1[cH:3][cH:4][cH:5][cH:6][cH:7]1)[N:8]1[CH:9]2[CH:10]([CH2:11][CH2:12][CH2:13]1)[c:14]1[c:15]([cH:18][cH:19][c:20]([O:22][CH3:23])[cH:21]1)[O:16][CH2:17]2.[CH3:26][CH2:27][OH:28].[H:24][H:25]>>[NH:8]1[CH:9]2[CH:10]([CH2:11][CH2:12][CH2:13]1)[c:14]1[c:15]([cH:18][cH:19][c:20]([O:22][CH3:23])[cH:21]1)[O:16][CH2:17]2. Starting materials: C(CN)C(O)(P(=O)(O)O)P(=O)(O)O (pamidronic acid), C[O-].[Na+] (sodium methoxide). The solvent is C(C)O (ethanol). Conditions: temperature 0 celsius. The product is P([O-])([O-])=O.P(O)(O)=O.NCCCO.[Na+].[Na+] (disodium (3-amino-1-hydroxypropane) bisphosphonate). The yield is 197.9%. Reaction SMILES: [CH2:1]([C:4](P(O)(O)=O)([P:6]([OH:9])([OH:8])=[O:7])[OH:5])[CH2:2][NH2:3].C[O-].[Na+:16]>C(O)C>[PH:6](=[O:7])([O-:9])[O-:8].[PH:6](=[O:7])([OH:9])[OH:8].[NH2:3][CH2:2][CH2:1][CH2:4][OH:5].[Na+:16].[Na+:16] |f:1.2,4.5.6.7.8|. Reported procedure: 23.5 g of pamidronic acid is added to 400 ml of absolute ethanol. 14.18 g of 96% sodium methoxide is added slowly and the reacture mixture is reacted while refluxing for 16 hours. After the reaction mixture is cooled to 0° C., filtered, and dried in oven at 80° C., 28.0 g of white disodium (3-amino-1-hydroxypropane) bisphosphonate is obtained (yield 99.6%). Starting materials: CC(=O)O[BH-](OC(C)=O)OC(C)=O, C1COCCN1, O=Cc1cc(F)c(Cl)cc1F, CC(Cl)Cl, [Na+], [Na+], O=C([O-])O. Product: Fc1cc(CN2CCOCC2)c(F)cc1Cl. Reaction SMILES: [C:18]([O:19][BH-:20]([O:21][C:22](=[O:23])[CH3:24])[O:25][C:26](=[O:27])[CH3:28])(=[O:29])[CH3:30].[CH2:12]1[CH2:13][O:14][CH2:15][CH2:16][NH:17]1.[Cl:1][c:2]1[cH:3][c:4]([F:11])[c:5]([CH:6]=[O:7])[cH:8][c:9]1[F:10].[Cl:37][CH:38]([Cl:39])[CH3:40].[Na+:31].[Na+:36].[O-:32][C:33]([OH:34])=[O:35]>>[Cl:1][c:2]1[cH:3][c:4]([F:11])[c:5]([CH2:6][N:17]2[CH2:12][CH2:13][O:14][CH2:15][CH2:16]2)[cH:8][c:9]1[F:10].